From a dataset of the Open Reaction Database (ORD), a public repository of structured organic reaction records. describe an organic reaction: reactants, conditions, products, and yield The reactants are COC(=O)c1cc(N(CCCl)CCCl)cc(N(CCCl)CCCl)c1, Cl. Yields the product O=C(O)c1cc(N(CCCl)CCCl)cc(N(CCCl)CCCl)c1. Reaction SMILES: [Cl:1][CH2:2][CH2:3][N:4]([CH2:5][CH2:6][Cl:7])[c:8]1[cH:9][c:10]([C:11](=[O:12])[O:13][CH3:14])[cH:15][c:16]([N:18]([CH2:19][CH2:20][Cl:21])[CH2:22][CH2:23][Cl:24])[cH:17]1.[ClH:25]>>[Cl:1][CH2:2][CH2:3][N:4]([CH2:5][CH2:6][Cl:7])[c:8]1[cH:9][c:10]([C:11](=[O:12])[OH:13])[cH:15][c:16]([N:18]([CH2:19][CH2:20][Cl:21])[CH2:22][CH2:23][Cl:24])[cH:17]1. Reactants: ClC1=CC=C2C(=C1NC1=NC=NC3=CC(=CC(=C13)OC1CCN(CC1)C)O)OCO2 (4-(6-chloro-2,3-methylenedioxyanilino)-7-hydroxy-5-(N-methylpiperidin-4-yloxy)quinazoline), FCCO (2-fluoroethanol). Product: ClC1=CC=C2C(=C1NC1=NC=NC3=CC(=CC(=C13)OC1CCN(CC1)C)OCCF)OCO2 (4-(6-chloro-2,3-methylenedioxyanilino)-7-(2-fluoroethoxy)-5-(N-methylpiperidin-4-yloxy)quinazoline). As a reaction SMILES: [Cl:1][C:2]1[C:7]([NH:8][C:9]2[C:18]3[C:13](=[CH:14][C:15]([OH:27])=[CH:16][C:17]=3[O:19][CH:20]3[CH2:25][CH2:24][N:23]([CH3:26])[CH2:22][CH2:21]3)[N:12]=[CH:11][N:10]=2)=[C:6]2[O:28][CH2:29][O:30][C:5]2=[CH:4][CH:3]=1.[F:31][CH2:32][CH2:33]O>>[Cl:1][C:2]1[C:7]([NH:8][C:9]2[C:18]3[C:13](=[CH:14][C:15]([O:27][CH2:33][CH2:32][F:31])=[CH:16][C:17]=3[O:19][CH:20]3[CH2:25][CH2:24][N:23]([CH3:26])[CH2:22][CH2:21]3)[N:12]=[CH:11][N:10]=2)=[C:6]2[O:28][CH2:29][O:30][C:5]2=[CH:4][CH:3]=1. Procedure details: Using an analogous procedure to that described in Example 51, 4-(6-chloro-2,3-methylenedioxyanilino)-7-hydroxy-5-(N-methylpiperidin-4-yloxy)quinazoline was reacted with 2-fluoroethanol to give the title compound; NMR Spectrum: (CDCl3) 2.0-2.1 (m, 2H), 2.15-2.3 (m, 2H), 2.35 (s, 3H), 2.3-2.4 (m, 2H), 2.8 (br s, 2H), 4.32 (m, 1H), 4.4 (m, 1H), 4.65 (m, 1H), 4.8 (m, 1H), 4.9 (m, 1H), 6.05 (s, 2H), 6.6 (s, 1H), 6.75 (d, 1H), 6.85 (s, 1H), 7.0 (d, 1H), 8.55 (s, 1H), 9.3 (s, 1H); Mass Spectrum: M+H+ 4... Starting materials: C(C=C)N (allylamine), C1CCCOS1(=O)=O (butanesultone). The solvent is CO (methanol). Yields the product C(C=C)NC(CCC)S(=O)(=O)O (N-allyl-aminobutane sulphonic acid). The yield is 36.3%. Reaction SMILES: [CH2:1]([NH2:4])[CH:2]=[CH2:3].[CH2:5]1[S:10](=[O:12])(=[O:11])[O:9][CH2:8][CH2:7][CH2:6]1>CO>[CH2:1]([NH:4][CH:5]([S:10]([OH:12])(=[O:11])=[O:9])[CH2:6][CH2:7][CH3:8])[CH:2]=[CH2:3]. Procedure details: A solution of 57 g of allylamine and 136 g of butanesultone in 1 l of methanol was stirred a room temperature for 48 h. After evaporation, washing of the residue with ether and drying under vacuum, 70 g of N-allyl-aminobutane sulphonic acid were obtained.